From a dataset of the Open Reaction Database (ORD), a public repository of structured organic reaction records. describe an organic reaction: reactants, conditions, products, and yield RXN SMILES: [C:1]([O:2][C:3](=[O:4])[N:8]1[CH2:9][CH2:10][CH:11]([CH2:14][O:15][c:16]2[cH:17][cH:18][c:19]3[c:20]([O:26][c:27]4[cH:28][c:29]5[cH:30][c:31]([CH3:36])[nH:32][c:33]5[cH:34][cH:35]4)[n:21][cH:22][n:23][c:24]3[cH:25]2)[CH2:12][CH2:13]1)([CH3:5])([CH3:6])[CH3:7].[CH2:37]([Cl:38])[Cl:39].[F:40][C:41]([F:42])([F:43])[C:44]([OH:45])=[O:46]>>[NH:8]1[CH2:9][CH2:10][CH:11]([CH2:14][O:15][c:16]2[cH:17][cH:18][c:19]3[c:20]([O:26][c:27]4[cH:28][c:29]5[cH:30][c:31]([CH3:36])[nH:32][c:33]5[cH:34][cH:35]4)[n:21][cH:22][n:23][c:24]3[cH:25]2)[CH2:12][CH2:13]1. The reactants are Cc1cc2cc(Oc3ncnc4cc(OCC5CCN(C(=O)OC(C)(C)C)CC5)ccc34)ccc2[nH]1, ClCCl, O=C(O)C(F)(F)F. Product: Cc1cc2cc(Oc3ncnc4cc(OCC5CCNCC5)ccc34)ccc2[nH]1. The reactants are O=C([O-])[O-], CC(C)(C)C(=O)Cl, COc1ccccc1C1CCN(CC(N)CC2CCCCC2)CC1, ClCCl, [K+], [K+], O. The product is COc1ccccc1C1CCN(CC(CC2CCCCC2)NC(=O)C(C)(C)C)CC1. RXN SMILES: [C:1](=[O:2])([O-:3])[O-:4].[CH3:31][C:32]([C:33](=[O:34])[Cl:35])([CH3:36])[CH3:37].[CH:7]1([CH2:13][CH:14]([CH2:15][N:16]2[CH2:17][CH2:18][CH:19]([c:22]3[c:23]([O:28][CH3:29])[cH:24][cH:25][cH:26][cH:27]3)[CH2:20][CH2:21]2)[NH2:30])[CH2:8][CH2:9][CH2:10][CH2:11][CH2:12]1.[Cl:38][CH2:39][Cl:40].[K+:5].[K+:6].[OH2:41]>>[CH:7]1([CH2:13][CH:14]([CH2:15][N:16]2[CH2:17][CH2:18][CH:19]([c:22]3[c:23]([O:28][CH3:29])[cH:24][cH:25][cH:26][cH:27]3)[CH2:20][CH2:21]2)[NH:30][C:33]([C:32]([CH3:31])([CH3:36])[CH3:37])=[O:34])[CH2:8][CH2:9][CH2:10][CH2:11][CH2:12]1.